Dataset: the Open Reaction Database (ORD), a public repository of structured organic reaction records. Task: describe an organic reaction: reactants, conditions, products, and yield The reactants are N1=C(C=CC=C1)CN(CC1=NC=CC=C1)CC1=CC=CC2=C1N=C(O2)C2=C(C=CC(=C2)OC)OCOC (4-bis(2-pyridylmethyl)aminomethyl-2-(5-methoxy-2-methoxymethoxyphenyl)benzoxazole), BrCC1=CC=CC2=C1N=C(O2)C2=CC=C(C=C2)OCOC (4-bromomethyl-2-(4-methoxymethoxyphenyl)benzoxazole). Product: N1=C(C=CC=C1)CN(CC1=NC=CC=C1)CC1=CC=CC2=C1N=C(O2)C2=CC=C(C=C2)OCOC (4-bis(2-pyridylmethyl)aminomethyl-2-(4-methoxymethoxyphenyl)benzoxazole). Reaction SMILES: [N:1]1[CH:6]=[CH:5][CH:4]=[CH:3][C:2]=1[CH2:7][N:8]([CH2:16][C:17]1[C:22]2[N:23]=[C:24]([C:26]3[CH:31]=[C:30](OC)[CH:29]=[CH:28][C:27]=3OCOC)[O:25][C:21]=2[CH:20]=[CH:19][CH:18]=1)[CH2:9][C:10]1[CH:15]=[CH:14][CH:13]=[CH:12][N:11]=1.BrCC1C2N=C(C3C=C[C:52]([O:55][CH2:56][O:57]C)=CC=3)OC=2C=CC=1>>[N:1]1[CH:6]=[CH:5][CH:4]=[CH:3][C:2]=1[CH2:7][N:8]([CH2:16][C:17]1[C:22]2[N:23]=[C:24]([C:26]3[CH:31]=[CH:30][C:29]([O:57][CH2:56][O:55][CH3:52])=[CH:28][CH:27]=3)[O:25][C:21]=2[CH:20]=[CH:19][CH:18]=1)[CH2:9][C:10]1[CH:15]=[CH:14][CH:13]=[CH:12][N:11]=1. Procedure details: 4-bis(2-pyridylmethyl)aminomethyl-2-(4-methoxymethoxyphenyl)benzoxazole (F21) was prepared in a similar manner for the preparation of 4-bis(2-pyridylmethyl)aminomethyl-2-(5-methoxy-2-methoxymethoxyphenyl)benzoxazole (F18) using 4-bromomethyl-2-(4-methoxymethoxyphenyl)benzoxazole (F15) (552 mg, 1.5 mmol) instead of 4-bromomethyl-2-(5-methoxy-2-methoxymethoxyphenyl)benzoxazole (F12) in 98% (704 mg); 1H-NMR (400 MHz, CDCl3) δ3.52 (s, 3H), 3.93 (s, 4H), 4.19 (s, 2H), 5.26 (s, 2H), 7.11-7.18 (m, 4H),... The product is COc1ccc(C2Sc3cc(Cl)c(Cl)cc3N(CCN(C)C)C(=O)C2O)cc1. Starting materials: O=C([O-])[O-], COc1ccc(C2Sc3cc(Cl)c(Cl)cc3NC(=O)C2O)cc1, CN(C)CCCl, CC(C)=O, Cl, [K+], [K+], O. Reaction SMILES: [C:31](=[O:32])([O-:33])[O-:34].[CH3:1][O:2][c:3]1[cH:4][cH:5][c:6]([CH:9]2[S:10][c:11]3[c:12]([cH:18][c:19]([Cl:23])[c:20]([Cl:22])[cH:21]3)[NH:13][C:14](=[O:17])[CH:15]2[OH:16])[cH:7][cH:8]1.[CH3:25][N:26]([CH2:27][CH2:28][Cl:29])[CH3:30].[CH3:37][C:38](=[O:39])[CH3:40].[ClH:24].[K+:35].[K+:36].[OH2:41]>>[CH3:1][O:2][c:3]1[cH:4][cH:5][c:6]([CH:9]2[S:10][c:11]3[c:12]([cH:18][c:19]([Cl:23])[c:20]([Cl:22])[cH:21]3)[N:13]([CH2:28][CH2:27][N:26]([CH3:25])[CH3:30])[C:14](=[O:17])[CH:15]2[OH:16])[cH:7][cH:8]1. Reactants: [Li+].CC(C)[N-]C(C)C (LDA), BrC(=C)C(F)(F)F (2-bromo-3,3,3-trifluoroprop-1-ene), IC=1C=C2C=NN(C2=CC1)C1OCCCC1 (5-Iodo-1-(tetrahydro-2H-pyran-2-yl)-1H-indazole), CN(C)CCN(C)C (TMEDA). Reagents/catalysts: C=1C=CC(=CC1)[P](C=2C=CC=CC2)(C=3C=CC=CC3)[Pd]([P](C=4C=CC=CC4)(C=5C=CC=CC5)C=6C=CC=CC6)([P](C=7C=CC=CC7)(C=8C=CC=CC8)C=9C=CC=CC9)[P](C=1C=CC=CC1)(C=1C=CC=CC1)C=1C=CC=CC1 (Pd(PPh3)4), [Cl-].[Cl-].[Zn+2] (ZnCl2). Run in C1CCOC1 (THF). Conditions: temperature 80 celsius, time 15 minute. Product: O1C(CCCC1)N1N=CC2=CC(=CC=C12)C#CC(F)(F)F (1-(Tetrahydro-2H-pyran-2-yl)-5-(3,3,3-trifluoroprop-1-yn-1-yl)-1H-indazole). Yield: 33.9%. As a reaction SMILES: [Li+].CC([N-]C(C)C)C.Br[C:10]([C:12]([F:15])([F:14])[F:13])=[CH2:11].CN(CCN(C)C)C.I[C:25]1[CH:26]=[C:27]2[C:31](=[CH:32][CH:33]=1)[N:30]([CH:34]1[CH2:39][CH2:38][CH2:37][CH2:36][O:35]1)[N:29]=[CH:28]2>C1COCC1.[Cl-].[Cl-].[Zn+2].C1C=CC([P]([Pd]([P](C2C=CC=CC=2)(C2C=CC=CC=2)C2C=CC=CC=2)([P](C2C=CC=CC=2)(C2C=CC=CC=2)C2C=CC=CC=2)[P](C2C=CC=CC=2)(C2C=CC=CC=2)C2C=CC=CC=2)(C2C=CC=CC=2)C2C=CC=CC=2)=CC=1>[O:35]1[CH2:36][CH2:37][CH2:38][CH2:39][CH:34]1[N:30]1[C:31]2[C:27](=[CH:26][C:25]([C:11]#[C:10][C:12]([F:15])([F:14])[F:13])=[CH:33][CH:32]=2)[CH:28]=[N:29]1 |f:0.1,6.7.8,^1:51,53,72,91|. Procedure details: To a solution of LDA (2 M in THF, 3.2 mL, 6.4 mmol) in anhydrous THF (10 mL) was added dropwise 2-bromo-3,3,3-trifluoroprop-1-ene (0.55 g, 3.1 mmol) at −78° C. The resulting mixture was stirred at that temperature for 15 minutes, followed by the addition of ZnCl2 (1 M in ethyl ether, 6.5 mL, 6.5 mmol) and TMEDA (1 mL, 6.5 mmol). The mixture was stirred at −78° C. for further 30 minutes and then 30 minutes at room temperature. 5-Iodo-1-(tetrahydro-2H-pyran-2-yl)-1H-indazole (0.99 g, 3.0 mmol) and... The reactants are [Si](C)(C)(C(C)(C)C)OC(CCCCCCC1=CC=CC=C1)C=1OC(=CN1)C=1C=C(C=CC1)O (3-(2-(1-(tert-butyldimethylsilyloxy)-7-phenylheptyl)oxazol-5-yl)phenol). Solvent: CCOC(=O)C (EtOAc). Yields the product OC=1C=C(C=CC1)C1=CN=C(O1)C(CCCCCCC1=CC=CC=C1)=O (1-(5-(3-Hydroxyphenyl)oxazol-2-yl)-7-phenylheptan-1-one). Isolated yield 24.0%. RXN SMILES: [Si]([O:8][CH:9]([C:22]1[O:23][C:24]([C:27]2[CH:28]=[C:29]([OH:33])[CH:30]=[CH:31][CH:32]=2)=[CH:25][N:26]=1)[CH2:10][CH2:11][CH2:12][CH2:13][CH2:14][CH2:15][C:16]1[CH:21]=[CH:20][CH:19]=[CH:18][CH:17]=1)(C(C)(C)C)(C)C>CCOC(C)=O>[OH:33][C:29]1[CH:28]=[C:27]([C:24]2[O:23][C:22]([C:9](=[O:8])[CH2:10][CH2:11][CH2:12][CH2:13][CH2:14][CH2:15][C:16]3[CH:17]=[CH:18][CH:19]=[CH:20][CH:21]=3)=[N:26][CH:25]=2)[CH:32]=[CH:31][CH:30]=1. Reported procedure: The title compound was prepared from 3-(2-(1-(tert-butyldimethylsilyloxy)-7-phenylheptyl)oxazol-5-yl)phenol (29 mg, 0.062 mmol) following General Procedure D. Preparative thin layer chromatography (30% EtOAc) yielded the title compound as a white solid (5.2 mg, 27%): 1H NMR (CD3OD, 500 MHz) δ 7.74 (s, 1H), 7.38-7.37 (m, 2H), 7.32-7.29 (m, 3H), 7.24-7.23 (m, 2H), 7.21-7.20 (m, 1H), 6.95-6.94 (m, 1H), 3.14 (t, 2H, J=7.0 Hz), 2.69 (t, 2H, J=7.5 Hz), 1.85-1.79 (m, 2H), 1.75-1.69 (m, 2H), 1.54-1.42 (... Reactants: C1CCOC1, [Li]CCCC, CCCn1cc(C#N)c2ccc(OC)cc21, CC(C)NC(C)C, [Cl-], [Cl-], Nc1ccc(I)cc1, O=C(C=Cc1ccccc1)C=Cc1ccccc1, O=C(C=Cc1ccccc1)C=Cc1ccccc1, O=C(C=Cc1ccccc1)C=Cc1ccccc1, [Pd], [Pd], [Zn+2], c1ccc(P(c2ccccc2)c2ccccc2)cc1. Yields the product CCCn1c(-c2ccc(N)cc2)c(C#N)c2ccc(OC)cc21. RXN SMILES: [CH2:115]1[O:116][CH2:117][CH2:118][CH2:119]1.[CH2:8]([Li:9])[CH2:10][CH2:11][CH3:12].[CH3:13][O:14][c:15]1[cH:16][cH:17][c:18]2[c:19]([C:27]#[N:28])[cH:20][n:21]([CH2:24][CH2:25][CH3:26])[c:22]2[cH:23]1.[CH:1]([NH:2][CH:3]([CH3:4])[CH3:5])([CH3:6])[CH3:7].[Cl-:56].[Cl-:58].[I:29][c:30]1[cH:31][cH:32][c:33]([NH2:34])[cH:35][cH:36]1.[O:61]=[C:62]([CH:63]=[CH:64][c:65]1[cH:66][cH:67][cH:68][cH:69][cH:70]1)[CH:71]=[CH:72][c:73]1[cH:74][cH:75][cH:76][cH:77][cH:78]1.[O:79]=[C:80]([CH:81]=[CH:82][c:83]1[cH:84][cH:85][cH:86][cH:87][cH:88]1)[CH:89]=[CH:90][c:91]1[cH:92][cH:93][cH:94][cH:95][cH:96]1.[O:97]=[C:98]([CH:99]=[CH:100][c:101]1[cH:102][cH:103][cH:104][cH:105][cH:106]1)[CH:107]=[CH:108][c:109]1[cH:110][cH:111][cH:112][cH:113][cH:114]1.[Pd:59].[Pd:60].[Zn+2:57].[c:37]1([P:38]([c:39]2[cH:40][cH:41][cH:42][cH:43][cH:44]2)[c:45]2[cH:46][cH:47][cH:48][cH:49][cH:50]2)[cH:51][cH:52][cH:53][cH:54][cH:55]1>>[CH3:13][O:14][c:15]1[cH:16][cH:17][c:18]2[c:19]([C:27]#[N:28])[c:20](-[c:30]3[cH:31][cH:32][c:33]([NH2:34])[cH:35][cH:36]3)[n:21]([CH2:24][CH2:25][CH3:26])[c:22]2[cH:23]1.